This data is from the Open Reaction Database (ORD), a public repository of structured organic reaction records. The task is: describe an organic reaction: reactants, conditions, products, and yield The reactants are C1(CCC1)C=1N=C(SC1)/C=C/C=1C=C(C=CC1)NC(CC1=C(C(=O)O)C=CC=C1)=O ((E)-2-[2-[3-[2-[4-(cyclobutyl)-2-thiazolyl]ethenyl]phenylamino]-2-oxoethyl]benzoic acid), [OH-].[Na+] (sodium hydroxide). The solvent is C(C)O (ethyl alcohol). The product is [Na+].C1(CCC1)C=1N=C(SC1)C=CC=1C=C(C=CC1)NC(CC1=C(C(=O)[O-])C=CC=C1)=O (2-[2-[3-[2-[4-(cyclobutyl)-2-thiazolyl]ethenyl]phenylamino]-2-oxoethyl]benzoic acid sodium salt). As a reaction SMILES: [CH:1]1([C:5]2[N:6]=[C:7](/[CH:10]=[CH:11]/[C:12]3[CH:13]=[C:14]([NH:18][C:19](=[O:30])[CH2:20][C:21]4[CH:29]=[CH:28][CH:27]=[CH:26][C:22]=4[C:23]([OH:25])=[O:24])[CH:15]=[CH:16][CH:17]=3)[S:8][CH:9]=2)[CH2:4][CH2:3][CH2:2]1.[OH-].[Na+:32]>C(O)C>[Na+:32].[CH:1]1([C:5]2[N:6]=[C:7]([CH:10]=[CH:11][C:12]3[CH:13]=[C:14]([NH:18][C:19](=[O:30])[CH2:20][C:21]4[CH:29]=[CH:28][CH:27]=[CH:26][C:22]=4[C:23]([O-:25])=[O:24])[CH:15]=[CH:16][CH:17]=3)[S:8][CH:9]=2)[CH2:2][CH2:3][CH2:4]1 |f:1.2,4.5|. Procedure: A solution of 0.418 g of (E)-2-[2-[3-[2-[4-(cyclobutyl)-2-thiazolyl]ethenyl]phenylamino]-2-oxoethyl]benzoic acid in 10 ml of ethyl alcohol was mixed at room temperature with 5.0 ml of 0.2N sodium hydroxide solution. This mixture was warmed on a steam bath until all the solids had solubilized. After cooling the reaction mixture was condensed in vacuo at 40° C. to constant weight to yield E)-2-[2-[3-[2-[4-(cyclobutyl)-2-thiazolyl]ethenyl]phenylamino]-2-oxoethyl]benzoic acid sodium salt as a white ... The reactants are C(C)OC(=O)C=1N=C(SC1)NC(C(CC1CCCC1)C1=CC(=C(C=C1)Cl)Cl)=O (2-[3-cyclopentyl-2-(3,4-dichlorophenyl)-propionylamino]-thiazole-4-carboxylic acid ethyl ester), [OH-].[Na+] (sodium hydroxide). The solvent is C(C)O (ethanol). Run at temperature 25 celsius. Product: C1(CCCC1)CC(C(=O)NC=1SC=C(N1)C(=O)O)C1=CC(=C(C=C1)Cl)Cl (2-[3-cyclopentyl-2-(3,4-dichlorophenyl)-propionylamino]-thiazole-4-carboxylic acid). Isolated yield 71.0%. RXN SMILES: C([O:3][C:4]([C:6]1[N:7]=[C:8]([NH:11][C:12](=[O:28])[CH:13]([C:20]2[CH:25]=[CH:24][C:23]([Cl:26])=[C:22]([Cl:27])[CH:21]=2)[CH2:14][CH:15]2[CH2:19][CH2:18][CH2:17][CH2:16]2)[S:9][CH:10]=1)=[O:5])C.[OH-].[Na+]>C(O)C>[CH:15]1([CH2:14][CH:13]([C:20]2[CH:25]=[CH:24][C:23]([Cl:26])=[C:22]([Cl:27])[CH:21]=2)[C:12]([NH:11][C:8]2[S:9][CH:10]=[C:6]([C:4]([OH:5])=[O:3])[N:7]=2)=[O:28])[CH2:19][CH2:18][CH2:17][CH2:16]1 |f:1.2|. Procedure details: A solution of 2-[3-cyclopentyl-2-(3,4-dichlorophenyl)-propionylamino]-thiazole-4-carboxylic acid ethyl ester (prepared as in Example 1(B)(f), 600 mg, 1.36 mmol) in absolute ethanol (6 mL) was treated with a 1N aqueous sodium hydroxide solution (2.85 mL, 2.85 mmol). The reaction mixture was heated under reflux for 15 h. The reaction mixture was allowed to cool to 25° C. and then concentrated in vacuo to remove absolute ethanol. The resulting yellow residue was acidified to pH=2 with concentrated ... Reactants: FC(C1=CC=C(CN2N=C3N(NC(C(=C3C3=CC=C(C=C3)Cl)C3=CC=C(C=C3)Cl)C)C2=O)C=C1)(F)F (2-(4-(trifluoromethyl)benzyl)-7,8-bis(4-chlorophenyl)-6-methyl-5,6-dihydro-[1,2,4]triazolo[4,3-b]pyridazin-3(2H)-one), C(#N)C1=C(C(=O)C(=C(C1=O)Cl)Cl)C#N (DDQ). The solvent is C(Cl)Cl (CH2Cl2). Reaction conditions: time 1 hour. Yields the product FC(C1=CC=C(CN2N=C3N(N=C(C(=C3C3=CC=C(C=C3)Cl)C3=CC=C(C=C3)Cl)C)C2=O)C=C1)(F)F (2-(4-(trifluoromethyl)benzyl)-7,8-bis(4-chlorophenyl)-6-methyl-[1,2,4]triazolo[4,3-b]pyridazin-3(2H)-one). Yield: 82.0%. As a reaction SMILES: [F:1][C:2]([F:36])([F:35])[C:3]1[CH:34]=[CH:33][C:6]([CH2:7][N:8]2[C:31](=[O:32])[N:11]3[NH:12][CH:13]([CH3:30])[C:14]([C:23]4[CH:28]=[CH:27][C:26]([Cl:29])=[CH:25][CH:24]=4)=[C:15]([C:16]4[CH:21]=[CH:20][C:19]([Cl:22])=[CH:18][CH:17]=4)[C:10]3=[N:9]2)=[CH:5][CH:4]=1.C(C1C(=O)C(Cl)=C(Cl)C(=O)C=1C#N)#N>C(Cl)Cl>[F:35][C:2]([F:1])([F:36])[C:3]1[CH:34]=[CH:33][C:6]([CH2:7][N:8]2[C:31](=[O:32])[N:11]3[N:12]=[C:13]([CH3:30])[C:14]([C:23]4[CH:28]=[CH:27][C:26]([Cl:29])=[CH:25][CH:24]=4)=[C:15]([C:16]4[CH:17]=[CH:18][C:19]([Cl:22])=[CH:20][CH:21]=4)[C:10]3=[N:9]2)=[CH:5][CH:4]=1. Procedure details: To a solution of 2-(4-(trifluoromethyl)benzyl)-7,8-bis(4-chlorophenyl)-6-methyl-5,6-dihydro-[1,2,4]triazolo[4,3-b]pyridazin-3(2H)-one (28 mg, 0.053 mmol), prepared as described in Example 469 in CH2Cl2 (0.5 mL) at RT was added DDQ (15 mg, 0.064 mmol). The reaction was stirred at RT for 1 h. LC-MS showed the completion of the reaction. The reaction mixture was concentrated under reduced pressure. The resulting residue was purified by using silica gel column chromatography using an automated syste... Reactants: C(C)(=O)C(C(=O)OCC)=CC (ethyl 2-acetyl-2-butenoate), BrN1C(CCC1=O)=O (N-bromosuccinimide). Solvent: C(Cl)(Cl)(Cl)Cl (carbon tetrachloride). Product: CC=1OC=CC1C(=O)OCC (ethyl 2-methyl-3-furoate). Yield: 23.7%. RXN SMILES: [C:1]([C:4](=[CH:10][CH3:11])[C:5]([O:7][CH2:8][CH3:9])=[O:6])(=[O:3])[CH3:2].BrN1C(=O)CCC1=O>C(Cl)(Cl)(Cl)Cl>[CH3:2][C:1]1[O:3][CH:11]=[CH:10][C:4]=1[C:5]([O:7][CH2:8][CH3:9])=[O:6]. Reported procedure: A mixture of 3.12 g (0.02 mole) ethyl 2-acetyl-2-butenoate and 3.56 g (0.02 mole) N-bromosuccinimide in 50 ml of carbon tetrachloride was heated at reflux for 19 hours. After cooling, the insoluble succinimide was removed by filtration and the solution concentrated by rotary evaporation. Distillation of the crude product gave 0.73 g (24%) of ethyl 2-methyl-3-furoate, bp 87°-9° C. (20 mm). Reactants: Cl (hydrochloric acid), C(C)(C)[N-]C(C)C.[Li+] (lithium diisopropylamide), C(=O)(O)CP(OC)(OC)=O (dimethyl carboxymethylphosphonate), COC(COC1=C2CCCC(C2=CC=C1)C(=O)N(CC1=CC=CC=C1)CC1=CC=CC=C1)=O (Methyl(1-dibenzylaminocarbonyl-1,2,3,4-tetrahydronaphthalen-5-yl)oxyacetate). Solvent: O1CCCC1 (tetrahydrofuran). Reaction conditions: time 10 minute. Product: C(=O)(O)/C=C/C1CCCC2=C(C=CC=C12)OCC(=O)OC (Methyl [1-(2E-carboxyvinyl)-1,2,3,4-tetrahydronaphthalen-5-yl]oxyacetate). The yield is 118.5%. As a reaction SMILES: C([N-]C(C)C)(C)C.[Li+].[C:9]([CH2:12]P(=O)(OC)OC)([OH:11])=[O:10].[CH3:19][O:20][C:21](=[O:51])[CH2:22][O:23][C:24]1[CH:33]=[CH:32][CH:31]=[C:30]2[C:25]=1[CH2:26][CH2:27][CH2:28][CH:29]2[C:34](N(CC1C=CC=CC=1)CC1C=CC=CC=1)=O.Cl>O1CCCC1>[C:9](/[CH:12]=[CH:34]/[CH:29]1[C:30]2[C:25](=[C:24]([O:23][CH2:22][C:21]([O:20][CH3:19])=[O:51])[CH:33]=[CH:32][CH:31]=2)[CH2:26][CH2:27][CH2:28]1)([OH:11])=[O:10] |f:0.1|. Procedure: To a solution of isopropylamine (1.87 ml) in dry tetrahydrofuran (50 ml) was added dropwise 1.15M n-butyllithium in hexane solution (10.6 ml) at -78° C. The mixture was stirred for 20 min at -78° C. to give lithium diisopropylamide. To the obtained lithium diisopropylamide solution was added a solution of dimethyl carboxymethylphosphonate (1.02 g) in dry tetrahydrofuran (3 ml) at -78° C. After stirred for 10 min, to the mixture was added the aldehyde compound (prepared in reference example 1, 1.... Reactants: O=C([O-])[O-], CC#N, CC#CCOc1ncnc(Cl)c1F, CC1CNCC1C, [Cl-], Cl, [K+], [K+], [NH4+]. Product: CC#CCOc1ncnc(N2CC(C)C(C)C2)c1F. As a reaction SMILES: [C:14](=[O:15])([O-:16])[O-:17].[C:30](#[N:31])[CH3:32].[CH2:1]([C:2]#[C:3][CH3:4])[O:5][c:6]1[n:7][cH:8][n:9][c:10]([Cl:13])[c:11]1[F:12].[CH3:21][CH:22]1[CH2:23][NH:24][CH2:25][CH:26]1[CH3:27].[Cl-:28].[ClH:20].[K+:18].[K+:19].[NH4+:29]>>[CH2:1]([C:2]#[C:3][CH3:4])[O:5][c:6]1[n:7][cH:8][n:9][c:10]([N:24]2[CH2:23][CH:22]([CH3:21])[CH:26]([CH3:27])[CH2:25]2)[c:11]1[F:12]. Reactants: Br.N12CCC(CC1)(C2)C(=O)OCC (Ethyl 1-azabicyclo[2.2.1]hept-4-ylcarboxylate hydrobromide salt), acid chloride hydrochloride salt, Cl.O(C)N (methoxylamine hydrochloride). Solvent: C(C)N(CC)CC (triethylamine). Product: N12CCC(CC1)(C2)C(=O)NOC (1-Azabicyclo[2.2.1]hept-4-yl-N-methoxycarboxamide), solid. The yield is 40.0%. As a reaction SMILES: Br.[N:2]12[CH2:8][C:5]([C:9]([O:11]CC)=O)([CH2:6][CH2:7]1)[CH2:4][CH2:3]2.Cl.[O:15]([NH2:17])[CH3:16]>C(N(CC)CC)C>[N:2]12[CH2:8][C:5]([C:9]([NH:17][O:15][CH3:16])=[O:11])([CH2:4][CH2:3]1)[CH2:6][CH2:7]2 |f:0.1,2.3|. Reported procedure: Ethyl 1-azabicyclo[2.2.1]hept-4-ylcarboxylate hydrobromide salt (D17, 16.85 g, 0.067 mole) was converted to the acid chloride hydrochloride salt and treated with methoxylamine hydrochloride (6.19 g, 0.074 mole) and triethylamine as in the method of Description 8 to give the title compound (D18) as a pale brown crystalline solid (4.60 g, 40%) m.p. 129°-134° C.